Dataset: the Open Reaction Database (ORD), a public repository of structured organic reaction records. Task: describe an organic reaction: reactants, conditions, products, and yield Reaction conditions: temperature 170 celsius. The reactants are COC(=O)C1=CC2=C(NC(=N2)C2=CC=CC=3C(C4=CC=CC=C4C23)[NH-])C=C1 ([4-(5-methoxycarbonyl-1H-benzimidazol-2-yl)-9H-fluoren-9(R,S)-yl]amide), N1C=CC2=C1N=CC=C2C(=O)O (1H-pyrrolo[2,3-b]pyridine-4-carboxylic acid), O (water), N (ammonia), solution. Run in CO.[Cl-].[Na+] (sodium chloride methanol), NCCCO (3-aminopropanol). RXN SMILES: CO[C:3]([C:5]1[CH:27]=[CH:26][C:8]2[NH:9][C:10]([C:12]3[C:24]4[C:23]5[C:18](=[CH:19][CH:20]=[CH:21][CH:22]=5)[CH:17]([NH-:25])[C:16]=4[CH:15]=[CH:14][CH:13]=3)=[N:11][C:7]=2[CH:6]=1)=[O:4].N1C2N=C[CH:35]=[C:36]([C:37]([OH:39])=O)[C:31]=2[CH:30]=[CH:29]1.[OH2:40].[NH3:41]>NCCCO.CO.[Cl-].[Na+]>[CH:5]([O:40][CH:30]([CH3:31])[CH3:29])([CH3:6])[CH3:3].[OH:39][CH2:37][CH2:36][CH2:35][NH:41][C:3]([C:5]1[CH:27]=[CH:26][C:8]2[NH:9][C:10]([C:12]3[C:24]4[C:23]5[C:18](=[CH:19][CH:20]=[CH:21][CH:22]=5)[CH:17]([NH-:25])[C:16]=4[CH:15]=[CH:14][CH:13]=3)=[N:11][C:7]=2[CH:6]=1)=[O:4] |f:5.6.7|. The product is C(C)(C)OC(C)C (diisopropyl ether), OCCCNC(=O)C1=CC2=C(NC(=N2)C2=CC=CC=3C(C4=CC=CC=C4C23)[NH-])C=C1 ({{4-{5-[(3-hydroxypropyl)aminocarbonyl]-1H-benzimidazol-2-yl}-9H-fluoren-9(R,S)-yl}}amide). Procedure: In a 30 ml round-bottomed flask under argon, dissolve 300 mg of [4-(5-methoxycarbonyl-1H-benzimidazol-2-yl)-9H-fluoren-9(R,S)-yl]amide of 1H-pyrrolo[2,3-b]pyridine-4-carboxylic acid, obtained in Example 205, in 5 ml of 3-aminopropanol, and then heat at 170° C. for 2 h 30. The reaction medium is poured into water containing a few ml of ammonia as a 7N solution in sodium chloride methanol, the mixture is extracted with ethyl acetate, and the organic phase is then washed with a saturated solution o... The reactants are hydrochloride salt, CC1=C(C=C(C=C1)C)C1=CC(=CC=2CC(OC21)COS(=O)(=O)C2=CC=C(C=C2)C)OC ((±)-{[7-(2,5-dimethylphenyl)-5-methoxy-2,3-dihydro-1-benzofuran-2-yl]methyl}4-methylbenzenesulfonate), CN (methylamine). Product: CC1=C(C=C(C=C1)C)C1=CC(=CC=2CC(OC21)CNC)OC ((±)-{[7-(2,5-dimethylphenyl)-5-methoxy-2,3-dihydro-1-benzofuran-2-yl]methyl}methylamine). Reaction SMILES: [CH3:1][C:2]1[CH:7]=[CH:6][C:5]([CH3:8])=[CH:4][C:3]=1[C:9]1[C:17]2[O:16][CH:15]([CH2:18]OS(C3C=CC(C)=CC=3)(=O)=O)[CH2:14][C:13]=2[CH:12]=[C:11]([O:30][CH3:31])[CH:10]=1.[CH3:32][NH2:33]>>[CH3:1][C:2]1[CH:7]=[CH:6][C:5]([CH3:8])=[CH:4][C:3]=1[C:9]1[C:17]2[O:16][CH:15]([CH2:18][NH:33][CH3:32])[CH2:14][C:13]=2[CH:12]=[C:11]([O:30][CH3:31])[CH:10]=1. Procedure: The title compound was prepared (0.064 g, 62%) following the general procedure of Example 390 as a white solid, hydrochloride salt from (±)-{[7-(2,5-dimethylphenyl)-5-methoxy-2,3-dihydro-1-benzofuran-2-yl]methyl}4-methylbenzenesulfonate (0.135 g, 0.31 mmol) and methylamine (0.096 g, 3.1 mmol). mp 202-204° C. Reactants: CO, CC(=O)NC1CCN(c2ccccc2[N+](=O)[O-])CC1. Yields the product CC(=O)NC1CCN(c2ccccc2N)CC1. As a reaction SMILES: [CH3:20][OH:21].[N+:1]([O-:2])(=[O:3])[c:4]1[c:5]([N:10]2[CH2:11][CH2:12][CH:13]([NH:16][C:17]([CH3:18])=[O:19])[CH2:14][CH2:15]2)[cH:6][cH:7][cH:8][cH:9]1>>[NH2:1][c:4]1[c:5]([N:10]2[CH2:11][CH2:12][CH:13]([NH:16][C:17]([CH3:18])=[O:19])[CH2:14][CH2:15]2)[cH:6][cH:7][cH:8][cH:9]1. Reactants: C(C)(=O)N1CCC2=C(CC1)C=CC(=C2)OC (3-Acetyl-7-methoxy-2,3,4,5-tetrahydro-1H-3-benzazepine), ClS(=O)(=O)O (chlorosulfonic acid), ice water. Product: C(C)(=O)N1CCC2=C(CC1)C=C(C(=C2)S(=O)(=O)Cl)OC (3-acetyl-7-chlorosulfonyl-8-methoxy-2,3,4,5-tetrahydro-1H-3-benzazepine). RXN SMILES: [C:1]([N:4]1[CH2:10][CH2:9][C:8]2[CH:11]=[CH:12][C:13]([O:15][CH3:16])=[CH:14][C:7]=2[CH2:6][CH2:5]1)(=[O:3])[CH3:2].[Cl:17][S:18](O)(=[O:20])=[O:19]>>[C:1]([N:4]1[CH2:5][CH2:6][C:7]2[CH:14]=[C:13]([O:15][CH3:16])[C:12]([S:18]([Cl:17])(=[O:20])=[O:19])=[CH:11][C:8]=2[CH2:9][CH2:10]1)(=[O:3])[CH3:2]. Procedure: 3-Acetyl-7-methoxy-2,3,4,5-tetrahydro-1H-3-benzazepine (2.3 g, 0.01 m) was added to chlorosulfonic acid (6 ml) which was stirred at 0°; the mixture was allowed to warm to 25° and stirred for 16 hours. The reaction was carefully poured into ice water and extracted with methylene chloride. The methylene chloride extracts were combined, washed, dried with magnesium sulfate and concentrated in vacuo to give 3-acetyl-7-chlorosulfonyl-8-methoxy-2,3,4,5-tetrahydro-1H-3-benzazepine, m.p. 153°-160°. The reactants are CC(=CC)[C@H]1CC[C@H]2[C@@H]3CC=C4C[C@H](CC[C@]4(C)[C@H]3CC[C@]12C)O (20,21-Dimethylpregna-5,20-dien-3β-ol), [Cr](=O)(=O)([O-])Cl.[NH+]1=CC=CC=C1 (pyridinium chlorochromate), CCOCC (Ether). The solvent is C(Cl)Cl (methylene chloride). Product: CC(=CC)[C@H]1CC[C@H]2[C@@H]3CCC4=CC(CC[C@]4(C)[C@H]3CC[C@]12C)=O (20,21-Dimethylpregna-4,20-dien-3-one). RXN SMILES: [CH3:1][C:2]([C@@H:5]1[C@:22]2([CH3:23])[C@H:8]([C@H:9]3[C@H:19]([CH2:20][CH2:21]2)[C@:17]2([CH3:18])[C:12]([CH2:13][C@@H:14]([OH:24])[CH2:15][CH2:16]2)=[CH:11][CH2:10]3)[CH2:7][CH2:6]1)=[CH:3][CH3:4].[Cr](Cl)([O-])(=O)=O.[NH+]1C=CC=CC=1.CCOCC>C(Cl)Cl>[CH3:1][C:2]([C@@H:5]1[C@:22]2([CH3:23])[C@H:8]([C@H:9]3[C@H:19]([CH2:20][CH2:21]2)[C@:17]2([CH3:18])[C:12](=[CH:13][C:14](=[O:24])[CH2:15][CH2:16]2)[CH2:11][CH2:10]3)[CH2:7][CH2:6]1)=[CH:3][CH3:4] |f:1.2|. Procedure: 20,21-Dimethylpregna-5,20-dien-3β-ol (6,400.3 mg, 1.218 mmol) in 5 mL of methylene chloride was oxidized with pyridinium chlorochromate (525.4 mg 2.437 mmol) for 42 h. Ether (3.5 mL) was added and the suspension was filtered through a 5 mm dia.×60 mm high column of silica gel. The column was further eluted with 3.5 mL of ether and the combined filtrates were concentrated under reduced pressure. Flash chromatography of the resin followed by recrystallization from aqueous ethanol gave yellow cryst... Reactants: CC(C)(CCl)c1ccccc1, Cc1nc(-c2ccn[nH]2)sc1C(=O)NCc1cccnc1. Yields the product Cc1nc(-c2ccn(CC(C)(C)c3ccccc3)n2)sc1C(=O)NCc1cccnc1. RXN SMILES: [Cl:22][CH2:23][C:24]([CH3:25])([CH3:26])[c:27]1[cH:28][cH:29][cH:30][cH:31][cH:32]1.[n:1]1[cH:2][c:3]([CH2:7][NH:8][C:9](=[O:10])[c:11]2[c:12]([CH3:21])[n:13][c:14](-[c:16]3[nH:17][n:18][cH:19][cH:20]3)[s:15]2)[cH:4][cH:5][cH:6]1>>[n:1]1[cH:2][c:3]([CH2:7][NH:8][C:9](=[O:10])[c:11]2[c:12]([CH3:21])[n:13][c:14](-[c:16]3[n:17][n:18]([CH2:23][C:24]([CH3:25])([CH3:26])[c:27]4[cH:28][cH:29][cH:30][cH:31][cH:32]4)[cH:19][cH:20]3)[s:15]2)[cH:4][cH:5][cH:6]1. The reactants are C1CCOC1, CC(C)C(=O)C=Cc1ccncc1. Product: CC(C)C(=O)CCc1ccncc1. As a reaction SMILES: [CH2:14]1[O:15][CH2:16][CH2:17][CH2:18]1.[CH3:1][CH:2]([C:3]([CH:4]=[CH:5][c:6]1[cH:7][cH:8][n:9][cH:10][cH:11]1)=[O:12])[CH3:13]>>[CH3:1][CH:2]([C:3]([CH2:4][CH2:5][c:6]1[cH:7][cH:8][n:9][cH:10][cH:11]1)=[O:12])[CH3:13].